This data is from the Open Reaction Database (ORD), a public repository of structured organic reaction records. The task is: describe an organic reaction: reactants, conditions, products, and yield The reactants are ClCCN1CCCC1 (1-(2-chloroethyl)pyrrolidine), OC=1C=C(C(=O)OC)C=CC1 (methyl 3-hydroxybenzoate), [I-].[K+] (potassium iodide), C([O-])([O-])=O.[K+].[K+] (potassium carbonate). Solvent: CC(=O)C (acetone). Product: N1(CCCC1)CCOC=1C=C(C(=O)OC)C=CC1 (Methyl 3-{[2-(1-pyrrolidinyl)ethyl]oxy}benzoate). As a reaction SMILES: Cl[CH2:2][CH2:3][N:4]1[CH2:8][CH2:7][CH2:6][CH2:5]1.[OH:9][C:10]1[CH:11]=[C:12]([CH:17]=[CH:18][CH:19]=1)[C:13]([O:15][CH3:16])=[O:14].[I-].[K+].C(=O)([O-])[O-].[K+].[K+]>CC(C)=O>[N:4]1([CH2:3][CH2:2][O:9][C:10]2[CH:11]=[C:12]([CH:17]=[CH:18][CH:19]=2)[C:13]([O:15][CH3:16])=[O:14])[CH2:8][CH2:7][CH2:6][CH2:5]1 |f:2.3,4.5.6|. Procedure details: A solution of 1-(2-chloroethyl)pyrrolidine D36 (9.2 g) and methyl 3-hydroxybenzoate (12.5 g, 82 mmol) and potassium iodide (13.68 g, 82 mmol) and potassium carbonate (11.37 g, 82 mmol) in acetone (200 ml) was refluxed for 2 days. The reaction was filtered and concentrated to give crude product which was purified by chromatography on silica gel eluting with pet eth/EtOAc 5/1 and EtOAc and MeOH to give 1.6 g of desired product D37 as a brown product. LCMS [MH+] 250.1 g 1.53 min (5 min run) Reactants: O1CC(CC(C2=C1C=CC=C2)=O)=O (2,3,4,5-tetrahydro-1-benzoxepin-3,5-dione), C1(=CC=C(C=C1)S(=O)(=O)O)C (p-toluene sulfonic acid), CN(CCN)C (N,N-dimethylethylenediamine). The solvent is C1(=CC=CC=C1)C (toluene). Yields the product CN(CCNC=1COC2=C(C(C1)=O)C=CC=C2)C (3-(β-dimethylaminoethylamino)-1-benzoxepin-5(2H)-one). RXN SMILES: [O:1]1[C:7]2[CH:8]=[CH:9][CH:10]=[CH:11][C:6]=2[C:5](=[O:12])[CH2:4][C:3](=O)[CH2:2]1.C1(C)C=CC(S(O)(=O)=O)=CC=1.[CH3:25][N:26]([CH3:30])[CH2:27][CH2:28][NH2:29]>C1(C)C=CC=CC=1>[CH3:25][N:26]([CH3:30])[CH2:27][CH2:28][NH:29][C:3]1[CH2:2][O:1][C:7]2[CH:8]=[CH:9][CH:10]=[CH:11][C:6]=2[C:5](=[O:12])[CH:4]=1. Reported procedure: A solution of 88 g (0.5 mole) 2,3,4,5-tetrahydro-1-benzoxepin-3,5-dione and a spatula tip of p-toluene sulfonic acid in 750 ml toluene are mixed while stirring with 44 g (0.5 mole) N,N-dimethylethylenediamine and subsequently stirred to the end of the reaction at room temperature. After concentration of the solution, a product is obtained by filtering off the solution under suction and subsequently recrystallizing from benzene/ligroin. 108 g (88% of the theoretical yield) of 3-(β-dimethylaminoet... The reactants are C(C)C(CC)N1CCN(CC1)C(=O)C1=CC=C(C=O)C=C1 (4-{4-(1-Ethyl-propyl)-piperazine-1-carbonyl}-benzaldehyde), N1C=CC=CC=C1 (azepine). Product: N1(CCCCCC1)CC1=CC=C(C=C1)C(=O)N1CCN(CC1)C(CC)CC ((4-Azepan-1-ylmethyl-phenyl)-{4-(1-ethyl-propyl)-piperazin-1-yl}-methanone). RXN SMILES: [CH2:1]([CH:3]([N:6]1[CH2:11][CH2:10][N:9]([C:12]([C:14]2[CH:21]=[CH:20][C:17]([CH:18]=O)=[CH:16][CH:15]=2)=[O:13])[CH2:8][CH2:7]1)[CH2:4][CH3:5])[CH3:2].[NH:22]1[CH:28]=[CH:27][CH:26]=[CH:25][CH:24]=[CH:23]1>>[N:22]1([CH2:18][C:17]2[CH:20]=[CH:21][C:14]([C:12]([N:9]3[CH2:10][CH2:11][N:6]([CH:3]([CH2:4][CH3:5])[CH2:1][CH3:2])[CH2:7][CH2:8]3)=[O:13])=[CH:15][CH:16]=2)[CH2:28][CH2:27][CH2:26][CH2:25][CH2:24][CH2:23]1. Reported procedure: Prepared from the product of Example 12 and azepine. The reactants are Cl.Cl.Cl.C12C(CC(CC1)C2)CC(CC2C1CCC(C2)C1)NCCCNCCCN (1-[1,3-di-(2-norbornyl)-2-propyl]-1,5,9-triazanonane trihydrochloride), Cl.Cl.Cl.Cl.C12C(CC(CC1)C2)CC(CC2C1CCC(C2)C1)NCCNCCNCCN (1-[1,3-di-2-norbornyl-2-propyl]-1,4,7,10-tetraazadecane tetrahydrochloride), Cl.Cl.Cl.C12C(CC(CC1)C2)C(C)CC(CC(C)C2C1CCC(C2)C1)NCCCNCCCN (1-[2,6-di-(2-norbornyl)-4-heptyl]-1,5,9-triazanonane trihydrochloride), C(CN)CNCCCN (3,3'-iminobispropylamine), C12C(CC(CC1)C2)CC(CC2C1CCC(C2)C1)=O (1,3-di-(2-norbornyl)-2-propanone), C12C(CC(CC1)C2)CCCC(CCCC2C1CCC(C2)C1)=O (1,7-di-(2-norbornyl)-4-heptanone), C12C(CC(CC1)C2)C(C)CC(CC(C)C2C1CCC(C2)C1)=O (2,6-di-(2-norbornyl)-4-heptanone), C(CN)CNCCCN (3,3'-iminobispropylamine), Cl.Cl.Cl.C12C(CC(CC1)C2)CCCC(CCCC2C1CCC(C2)C1)NCCCNCCCN (1-[1,7-di-(2-norbornyl)-4-heptyl]-1,5,9-triazanonane trihydrochloride), C12C(CC(CC1)C2)CC(CC2C1CCC(C2)C1)=O (1,3-di-(2-norbornyl)-2-propanone), C(CN)CNCCCN (3,3'-iminobispropylamine), NCCNCCNCCN (triethylenetetramine). Yields the product Cl.Cl.Cl.C12C(CC(CC1)C2)CCC(CCC2C1CCC(C2)C1)NCCCNCCCN (1-[1,5-Di-(2-norbornyl)-3-pentyl]-1,5,9-Triazanonane Trihydrochloride). RXN SMILES: [ClH:1].Cl.Cl.[CH:4]12[CH2:10][CH:7]([CH2:8][CH2:9]1)[CH2:6][CH:5]2[CH2:11]C(NCCCNCCCN)CC1CC2CC1CC2.C12CC(CC1)C[CH:31]2[CH2:37][C:38](=O)[CH2:39][CH:40]1[CH2:45][CH:44]2[CH2:46][CH:41]1[CH2:42][CH2:43]2.[CH2:48]([CH2:51][NH:52][CH2:53][CH2:54][CH2:55][NH2:56])[CH2:49][NH2:50].Cl.Cl.Cl.Cl.C12CC(CC1)CC2CC(NCCNCCNCCN)CC1CC2CC1CC2.NCCNCCNCCN.Cl.Cl.Cl.C12CC(CC1)CC2CCCC(NCCCNCCCN)CCCC1CC2CC1CC2.C12CC(CC1)CC2CCCC(=O)CCCC1CC2CC1CC2.Cl.Cl.Cl.C12CC(CC1)CC2C(CC(NCCCNCCCN)CC(C1CC2CC1CC2)C)C.C12CC(CC1)CC2C(CC(=O)CC(C1CC2CC1CC2)C)C>>[ClH:1].[ClH:1].[ClH:1].[CH:41]12[CH2:46][CH:44]([CH2:43][CH2:42]1)[CH2:45][CH:40]2[CH2:39][CH2:38][CH:37]([NH:50][CH2:49][CH2:48][CH2:51][NH:52][CH2:53][CH2:54][CH2:55][NH2:56])[CH2:31][CH2:11][CH:5]1[CH2:6][CH:7]2[CH2:10][CH:4]1[CH2:9][CH2:8]2 |f:0.1.2.3,6.7.8.9.10,12.13.14.15,17.18.19.20,22.23.24.25|. Procedure: Also prepared by this method in an analogous manner regarding molar quantities and reaction conditions are 1-[1,3-di-(2-norbornyl)-2-propyl]-1,5,9-triazanonane trihydrochloride from 1,3-di-(2-norbornyl)-2-propanone and 3,3'-iminobispropylamine; 1-[1,3-di-2-norbornyl-2-propyl]-1,4,7,10-tetraazadecane tetrahydrochloride from 1,3-di-(2-norbornyl)-2-propanone and triethylenetetramine; 1-[1,7-di-(2-norbornyl)-4-heptyl]-1,5,9-triazanonane trihydrochloride from 1,7-di-(2-norbornyl)-4-heptanone and 3,3'...